This data is from the Open Reaction Database (ORD), a public repository of structured organic reaction records. The task is: describe an organic reaction: reactants, conditions, products, and yield Starting materials: O=C=O, C1CCOC1, CCOCC, [Li]CCCC, CCCCCC, Fc1ccc2cc[nH]c2c1, O. Product: O=C(O)c1c(F)ccc2cc[nH]c12. Reaction SMILES: [C:16](=[O:17])=[O:18].[CH2:26]1[O:27][CH2:28][CH2:29][CH2:30]1.[CH2:31]([O:32][CH2:33][CH3:34])[CH3:35].[CH3:1][CH2:2][CH2:3][CH2:4][Li:5].[CH3:20][CH2:21][CH2:22][CH2:23][CH2:24][CH3:25].[F:6][c:7]1[cH:8][cH:9][c:10]2[cH:11][cH:12][nH:13][c:14]2[cH:15]1.[OH2:19]>>[F:6][c:7]1[cH:8][cH:9][c:10]2[cH:11][cH:12][nH:13][c:14]2[c:15]1[C:16](=[O:17])[OH:18]. Reactants: Cl.N1(N=CN=C1)CC(=O)O (2-(1H-1,2,4-triazol-1-yl)acetic acid hydrochloride), FC1=CC=C(OC2=CC=C(C=C2)NC(=O)[C@H]2NC[C@@H](C2)CC2=C(C=CC=C2)C(F)(F)F)C=C1 ((2S,4R)—N-(4-(4-fluorophenoxy)phenyl)-4-(2-(trifluoromethyl)benzyl)pyrrolidine-2-carboxamide). The product is Compound 54, N1(N=CN=C1)CC(=O)N1[C@@H](C[C@H](C1)CC1=C(C=CC=C1)C(F)(F)F)C(=O)NC1=CC=C(C=C1)OC1=CC=C(C=C1)F ((2S,4R)-1-(2-(1H-1,2,4-triazol-1-yl)acetyl)-N-(4-(4-fluorophenoxy)phenyl)-4-(2-(trifluoromethyl)benzyl)pyrrolidine-2-carboxamide). Reaction SMILES: Cl.[N:2]1([CH2:7][C:8]([OH:10])=O)[CH:6]=[N:5][CH:4]=[N:3]1.[F:11][C:12]1[CH:43]=[CH:42][C:15]([O:16][C:17]2[CH:22]=[CH:21][C:20]([NH:23][C:24]([C@@H:26]3[CH2:30][C@@H:29]([CH2:31][C:32]4[CH:37]=[CH:36][CH:35]=[CH:34][C:33]=4[C:38]([F:41])([F:40])[F:39])[CH2:28][NH:27]3)=[O:25])=[CH:19][CH:18]=2)=[CH:14][CH:13]=1>>[N:2]1([CH2:7][C:8]([N:27]2[CH2:28][C@H:29]([CH2:31][C:32]3[CH:37]=[CH:36][CH:35]=[CH:34][C:33]=3[C:38]([F:41])([F:40])[F:39])[CH2:30][C@H:26]2[C:24]([NH:23][C:20]2[CH:21]=[CH:22][C:17]([O:16][C:15]3[CH:14]=[CH:13][C:12]([F:11])=[CH:43][CH:42]=3)=[CH:18][CH:19]=2)=[O:25])=[O:10])[CH:6]=[N:5][CH:4]=[N:3]1 |f:0.1|. Procedure details: Proceeding as in Example 1, but substituting 2-(1H-1,2,4-triazol-1-yl)acetic acid hydrochloride and (2S,4R)—N-(4-(4-fluorophenoxy)phenyl)-4-(2-(trifluoromethyl)benzyl)pyrrolidine-2-carboxamide, gave Compound 54, (2S,4R)-1-(2-(1H-1,2,4-triazol-1-yl)acetyl)-N-(4-(4-fluorophenoxy)phenyl)-4-(2-(trifluoromethyl)benzyl)pyrrolidine-2-carboxamide. Major isomer: 1H-NMR (400 MHz, DMSO-D6): σ 10.02 (s, 1H), 8.43 (s, 1H), 7.96 (s, 1H), 7.75-7.42 (m, 6H), 7.24-7.15 (m, 2H), 7.03-6.91 (m, 4H), 5.25 (q, 2H), 4... The reactants are FC1=C(C=CC(=C1)I)N1C(NC2=CC=3C(=NC=NC3C(=C21)F)C)=O (3-(2-fluoro-4-iodophenyl)-4-fluoro-8-methyl-1H-imidazo[4,5-g]quinazolin-2(3H)-one), [Li+].C[Si](C)(C)[N-][Si](C)(C)C (LiHMDS), C1(CC1)S(=O)(=O)Cl (cyclopropylsulfonyl chloride). Run in C1CCOC1 (THF). Reaction conditions: temperature -78 celsius, time 10 minute. Product: FC1=C(C=CC(=C1)I)N1C(N(C2=CC=3C(=NC=NC3C(=C21)F)C)S(=O)(=O)C2CC2)=O (3-(2-Fluoro-4-iodophenyl)-1-(cyclopropylsulfonyl)-4-fluoro-8-methyl-1H-imidazo[4,5-g]quinazolin-2(3H)-one). Yield: 70.7%. Reaction SMILES: [F:1][C:2]1[CH:7]=[C:6]([I:8])[CH:5]=[CH:4][C:3]=1[N:9]1[C:21]2[C:12](=[CH:13][C:14]3[C:15]([CH3:23])=[N:16][CH:17]=[N:18][C:19]=3[C:20]=2[F:22])[NH:11][C:10]1=[O:24].[Li+].C[Si]([N-][Si](C)(C)C)(C)C.[CH:35]1([S:38](Cl)(=[O:40])=[O:39])[CH2:37][CH2:36]1>C1COCC1>[F:1][C:2]1[CH:7]=[C:6]([I:8])[CH:5]=[CH:4][C:3]=1[N:9]1[C:21]2[C:12](=[CH:13][C:14]3[C:15]([CH3:23])=[N:16][CH:17]=[N:18][C:19]=3[C:20]=2[F:22])[N:11]([S:38]([CH:35]2[CH2:37][CH2:36]2)(=[O:40])=[O:39])[C:10]1=[O:24] |f:1.2|. Reported procedure: To a solution of 3-(2-fluoro-4-iodophenyl)-4-fluoro-8-methyl-1H-imidazo[4,5-g]quinazolin-2(3H)-one (50 mg, 0.12 mmol) in THF (10 ml) at −78° C. was added LiHMDS (0.16 ml, 1 M in THF, 0.16 mmol). The reaction mixture was stirred at −78° C. for 10 min and cyclopropylsulfonyl chloride (25 mg, 0.18 mmol) was added to the mixture. The reaction was slowly warmed to room temperature and stirred at the temperature for 16 h. The reaction was quenched with saturated aqueous NH4Cl solution (10 ml) and extr... The reactants are ON=C1C2CC3CC(C2)CC1C3, ClCCl, O=C=NC1CCCCC1. Product: O=C(NC1CCCCC1)ON=C1C2CC3CC(C2)CC1C3. Reaction SMILES: [CH:1]12[C:2](=[N:11][OH:12])[CH:3]3[CH2:4][CH:5]([CH2:6][CH:7]([CH2:8]1)[CH2:9]3)[CH2:10]2.[Cl:22][CH2:23][Cl:24].[O:13]=[C:14]=[N:15][CH:16]1[CH2:17][CH2:18][CH2:19][CH2:20][CH2:21]1>>[CH:1]12[C:2](=[N:11][O:12][C:14](=[O:13])[NH:15][CH:16]3[CH2:17][CH2:18][CH2:19][CH2:20][CH2:21]3)[CH:3]3[CH2:4][CH:5]([CH2:6][CH:7]([CH2:8]1)[CH2:9]3)[CH2:10]2. Yield: 97.1%. The solvent is C(C)(=O)OCC (ethyl acetate). Procedure: A solution of 1,1,1-Trifluoro-3[(N-tert-butyloxycarbonylalanyl)alanyl-prolylamino]-4-methylpentan-2-one (180 mg, 0.35 mmol) in ethyl acetate (50 ml) was cooled to 0° C. and treated with hydrogen chloride gas for 5 min. The reaction mixture was stirred at 0° C. for 1.5 hr, followed by removal of solvent in vacuo. 1,1,1-Trifluoro-3-[alanylalanylprolylamino]-4-methylpentan-2-one (151 mg, 0.34 mmol) was obtained in 96% yield and was used for subsequent reactions without purification. Yields the product FC(C(C(C(C)C)NC([C@H]1N(CCC1)C([C@@H](NC([C@@H](N)C)=O)C)=O)=O)=O)(F)F (1,1,1-Trifluoro-3-[alanylalanylprolylamino]-4-methylpentan-2-one). Reaction SMILES: [F:1][C:2]([F:35])([F:34])[C:3](=[O:33])[CH:4]([NH:8][C:9](=[O:32])[C@@H:10]1[CH2:14][CH2:13][CH2:12][N:11]1[C:15](=[O:31])[C@H:16]([CH3:30])[NH:17][C:18](=[O:29])[C@H:19]([CH3:28])[NH:20]C(OC(C)(C)C)=O)[CH:5]([CH3:7])[CH3:6].Cl>C(OCC)(=O)C>[F:35][C:2]([F:1])([F:34])[C:3](=[O:33])[CH:4]([NH:8][C:9](=[O:32])[C@@H:10]1[CH2:14][CH2:13][CH2:12][N:11]1[C:15](=[O:31])[C@H:16]([CH3:30])[NH:17][C:18](=[O:29])[C@H:19]([CH3:28])[NH2:20])[CH:5]([CH3:7])[CH3:6]. Run at temperature 0 celsius, time 1.5 hour. Starting materials: FC(C(C(C(C)C)NC([C@H]1N(CCC1)C([C@@H](NC([C@@H](NC(=O)OC(C)(C)C)C)=O)C)=O)=O)=O)(F)F (1,1,1-Trifluoro-3[(N-tert-butyloxycarbonylalanyl)alanyl-prolylamino]-4-methylpentan-2-one), Cl (hydrogen chloride). Starting materials: Cc1cccc2c1C(=O)CC2=O, O=[N+]([O-])O. The product is Cc1cccc2c1C(=O)C([N+](=O)[O-])C2=O. RXN SMILES: [CH3:1][c:2]1[c:3]2[c:7]([cH:8][cH:9][cH:10]1)[C:6](=[O:11])[CH2:5][C:4]2=[O:12].[OH:13][N+:14]([O-:15])=[O:16]>>[CH3:1][c:2]1[c:3]2[c:7]([cH:8][cH:9][cH:10]1)[C:6](=[O:11])[CH:5]([N+:14](=[O:13])[O-:15])[C:4]2=[O:12].